Dataset: the Open Reaction Database (ORD), a public repository of structured organic reaction records. Task: describe an organic reaction: reactants, conditions, products, and yield Starting materials: CC(C)OC(=O)/N=N/C(=O)OC(C)C (DIAD), COC=1C=C(C=C(C1)OC)C#CC1=NNC2=NC=NC(=C21)N (3-((3,5-dimethoxyphenyl)ethynyl)-1H-pyrazolo[3,4-d]pyrimidin-4-amine), C(#C)[C@H]1N(C[C@@H](C1)O)C(=O)OC(C)(C)C ((2S,4R)-tert-butyl 2-ethynyl-4-hydroxypyrrolidine-1-carboxylate), C1(=CC=CC=C1)P(C1=CC=CC=C1)C1=CC=CC=C1 (triphenylphosphine). Run in C1CCOC1 (THF). Run at time 1 hour. The product is NC1=C2C(=NC=N1)N(N=C2C#CC2=CC(=CC(=C2)OC)OC)[C@H]2C[C@H](N(C2)C(=O)OC(C)(C)C)C#C ((2S,4S)-tert-butyl 4-(4-amino-3-((3,5-dimethoxyphenyl)ethynyl)-1H-pyrazolo[3,4-d]pyrimidin-1-yl)-2-ethynylpyrrolidine-1-carboxylate). As a reaction SMILES: [CH3:1][O:2][C:3]1[CH:4]=[C:5]([C:11]#[C:12][C:13]2[C:21]3[C:16](=[N:17][CH:18]=[N:19][C:20]=3[NH2:22])[NH:15][N:14]=2)[CH:6]=[C:7]([O:9][CH3:10])[CH:8]=1.[C:23]([C@@H:25]1[CH2:29][C@@H:28](O)[CH2:27][N:26]1[C:31]([O:33][C:34]([CH3:37])([CH3:36])[CH3:35])=[O:32])#[CH:24].C1(P(C2C=CC=CC=2)C2C=CC=CC=2)C=CC=CC=1.CC(OC(/N=N/C(OC(C)C)=O)=O)C>C1COCC1>[NH2:22][C:20]1[N:19]=[CH:18][N:17]=[C:16]2[N:15]([C@@H:28]3[CH2:27][N:26]([C:31]([O:33][C:34]([CH3:35])([CH3:36])[CH3:37])=[O:32])[C@H:25]([C:23]#[CH:24])[CH2:29]3)[N:14]=[C:13]([C:12]#[C:11][C:5]3[CH:4]=[C:3]([O:2][CH3:1])[CH:8]=[C:7]([O:9][CH3:10])[CH:6]=3)[C:21]=12. Procedure: 3-((3,5-Dimethoxyphenyl)ethynyl)-1H-pyrazolo[3,4-d]pyrimidin-4-amine (14 mg) obtained in Example 1 (Step 1), (2S,4R)-tert-butyl 2-ethynyl-4-hydroxypyrrolidine-1-carboxylate (15 mg) synthesized by the method disclosed in WO2005/007083, and triphenylphosphine (23 mg) were suspended in THF (1.0 ml). DIAD (18 μl) was added to the suspension, and the mixture was stirred at room temperature for 1 hour. The reaction mixture was concentrated and dissolved in a solution of DMSO. The resulting solution wa... Starting materials: O=C(NC1CCC(O)CC1)C1CCCN(c2ccc(Br)cn2)C1, CCOC(C)=O, Cc1ccccc1, CCO, [Na+], [Na+], O=C([O-])[O-], O, OB(O)c1ccccc1, c1ccc(P(c2ccccc2)(c2ccccc2)[Pd](P(c2ccccc2)(c2ccccc2)c2ccccc2)(P(c2ccccc2)(c2ccccc2)c2ccccc2)P(c2ccccc2)(c2ccccc2)c2ccccc2)cc1. The product is O=C(NC1CCC(O)CC1)C1CCCN(c2ccc(-c3ccccc3)cn2)C1. As a reaction SMILES: [Br:7][c:8]1[cH:9][cH:10][c:11]([N:14]2[CH2:15][CH:16]([C:20](=[O:21])[NH:22][CH:23]3[CH2:24][CH2:25][CH:26]([OH:29])[CH2:27][CH2:28]3)[CH2:17][CH2:18][CH2:19]2)[n:12][cH:13]1.[CH3:127][CH2:128][O:129][C:130](=[O:131])[CH3:132].[CH3:39][c:40]1[cH:41][cH:42][cH:43][cH:44][cH:45]1.[CH3:46][CH2:47][OH:48].[Na+:1].[Na+:2].[O-:3][C:4](=[O:5])[O-:6].[OH2:49].[OH:30][B:31]([OH:32])[c:33]1[cH:34][cH:35][cH:36][cH:37][cH:38]1.[cH:50]1[cH:51][cH:52][c:53]([P:54]([Pd:55]([P:56]([c:57]2[cH:58][cH:59][cH:60][cH:61][cH:62]2)([c:63]2[cH:64][cH:65][cH:66][cH:67][cH:68]2)[c:69]2[cH:70][cH:71][cH:72][cH:73][cH:74]2)([P:75]([c:76]2[cH:77][cH:78][cH:79][cH:80][cH:81]2)([c:82]2[cH:83][cH:84][cH:85][cH:86][cH:87]2)[c:88]2[cH:89][cH:90][cH:91][cH:92][cH:93]2)[P:94]([c:95]2[cH:96][cH:97][cH:98][cH:99][cH:100]2)([c:101]2[cH:102][cH:103][cH:104][cH:105][cH:106]2)[c:107]2[cH:108][cH:109][cH:110][cH:111][cH:112]2)([c:113]2[cH:114][cH:115][cH:116][cH:117][cH:118]2)[c:119]2[cH:120][cH:121][cH:122][cH:123][cH:124]2)[cH:125][cH:126]1>>[c:8]1(-[c:33]2[cH:34][cH:35][cH:36][cH:37][cH:38]2)[cH:9][cH:10][c:11]([N:14]2[CH2:15][CH:16]([C:20](=[O:21])[NH:22][CH:23]3[CH2:24][CH2:25][CH:26]([OH:29])[CH2:27][CH2:28]3)[CH2:17][CH2:18][CH2:19]2)[n:12][cH:13]1. Reactants: COc1ccc(P2(=S)SP(=S)(c3ccc(OC)cc3)S2)cc1, Cc1ccccc1, O=C(Nc1ccc(F)cc1)c1ccccn1. Yields the product Fc1ccc(NC(=S)c2ccccn2)cc1. As a reaction SMILES: [CH3:17][O:18][c:19]1[cH:20][cH:21][c:22]([P:23]2(=[S:26])[S:24][P:25]([c:27]3[cH:28][cH:29][c:30]([O:31][CH3:32])[cH:33][cH:34]3)(=[S:35])[S:36]2)[cH:37][cH:38]1.[CH3:39][c:40]1[cH:41][cH:42][cH:43][cH:44][cH:45]1.[F:1][c:2]1[cH:3][cH:4][c:5]([NH:8][C:9](=[O:10])[c:11]2[n:12][cH:13][cH:14][cH:15][cH:16]2)[cH:6][cH:7]1>>[F:1][c:2]1[cH:3][cH:4][c:5]([NH:8][C:9]([c:11]2[n:12][cH:13][cH:14][cH:15][cH:16]2)=[S:26])[cH:6][cH:7]1. The reactants are BrC=1N=C(N(C1)C(C1=CC=CC=C1)(C1=CC=CC=C1)C1=CC=CC=C1)N(C1=CC=C(C#N)C=C1)CC1=C(C(=CC(=C1)OCC)OC(C)C)F (4-((4-bromo-1-trityl-1H-imidazol-2-yl)(5-ethoxy-2-fluoro-3-isopropoxyphenyl)methylamino)benzonitrile), NO (NH2OH), O (water). Run in CS(=O)C (DMSO). The product is BrC=1N=C(N(C1)C(C1=CC=CC=C1)(C1=CC=CC=C1)C1=CC=CC=C1)N(C1=CC=C(C(=NO)N)C=C1)CC1=C(C(=CC(=C1)OCC)OC(C)C)F (4-((4-bromo-1-trityl-1H-imidazol-2-yl)(5-ethoxy-2-fluoro-3-isopropoxyphenyl)methylamino)-N′-hydroxybenzamidine). Reaction SMILES: [Br:1][C:2]1[N:3]=[C:4]([N:26]([CH2:35][C:36]2[CH:41]=[C:40]([O:42][CH2:43][CH3:44])[CH:39]=[C:38]([O:45][CH:46]([CH3:48])[CH3:47])[C:37]=2[F:49])[C:27]2[CH:34]=[CH:33][C:30]([C:31]#[N:32])=[CH:29][CH:28]=2)[N:5]([C:7]([C:20]2[CH:25]=[CH:24][CH:23]=[CH:22][CH:21]=2)([C:14]2[CH:19]=[CH:18][CH:17]=[CH:16][CH:15]=2)[C:8]2[CH:13]=[CH:12][CH:11]=[CH:10][CH:9]=2)[CH:6]=1.[OH2:50].[NH2:51]O>CS(C)=O>[Br:1][C:2]1[N:3]=[C:4]([N:26]([CH2:35][C:36]2[CH:41]=[C:40]([O:42][CH2:43][CH3:44])[CH:39]=[C:38]([O:45][CH:46]([CH3:48])[CH3:47])[C:37]=2[F:49])[C:27]2[CH:28]=[CH:29][C:30]([C:31]([NH2:51])=[N:32][OH:50])=[CH:33][CH:34]=2)[N:5]([C:7]([C:8]2[CH:13]=[CH:12][CH:11]=[CH:10][CH:9]=2)([C:20]2[CH:25]=[CH:24][CH:23]=[CH:22][CH:21]=2)[C:14]2[CH:15]=[CH:16][CH:17]=[CH:18][CH:19]=2)[CH:6]=1. Procedure: To a solution of Intermediate 28.1 (2.00 g, 2.8 mmol) in 3M NH2OH in DMSO (6 mL) (prepared according to example 1) was heated at 60° C. for 3 h. The reaction mixture was poured into water and the resultant precipitate was collected by filtration and dried in vacuo to afford Intermediate 66.1, which was used in the following step without purification.